This data is from the Open Reaction Database (ORD), a public repository of structured organic reaction records. The task is: describe an organic reaction: reactants, conditions, products, and yield Starting materials: COC1=NN=C(S1)N1C(N(CCC1O)CCC=C)=O (Tetrahydro-1-(5-methoxy-1,3,4-thiadiazol-2-yl)-3-but-3-enyl-6-hydroxy-2(1H)-pyrimidinone), C=1(C(=CC=CC1)S(=O)(=O)O)C (toluenesulfonic acid), alcohol. Solvent: C(C)O (ethyl alcohol). Product: COC1=NN=C(S1)N1C(N(CCC1OCC)CCC=C)=O (tetrahydro-1-(5-methoxy-1,3,4-thiadiazol-2-yl)-3-but-3-enyl-6 -ethoxy-2(1H)-pyrimidinone). Reaction SMILES: [CH3:1][O:2][C:3]1[S:7][C:6]([N:8]2[CH:13]([OH:14])[CH2:12][CH2:11][N:10]([CH2:15][CH2:16][CH:17]=[CH2:18])[C:9]2=[O:19])=[N:5][N:4]=1.[C:20]1(C)C(S(O)(=O)=O)=CC=C[CH:25]=1>C(O)C>[CH3:1][O:2][C:3]1[S:7][C:6]([N:8]2[CH:13]([O:14][CH2:20][CH3:25])[CH2:12][CH2:11][N:10]([CH2:15][CH2:16][CH:17]=[CH2:18])[C:9]2=[O:19])=[N:5][N:4]=1. Procedure details: Tetrahydro-1-(5-methoxy-1,3,4-thiadiazol-2-yl)-3-but-3-enyl-6-hydroxy-2(1H)-pyrimidinone (7 grams), ethyl alcohol (50 ml) and toluenesulfonic acid (0.2 grams) are charged into a glass reaction vessel equipped with a mechanical stirrer, thermomater and reflux condenser. The reaction mixture is then heated at reflux for a period of about 24 hours. After this time the mixture is stripped of unreacted alcohol under reduced pressure to yield a solid product. This product is then recrystallized to yie... The reactants are C[C@H]1[C@H]2[C@H](OC1=O)C[C@H](CC2)C ((3S,3aS,6S,7aR)-Perhydro-3,6-dimethyl-2-benzo[b]furanone), C[C@H]1[C@H]2[C@@H](OC1=O)C[C@H](CC2)C ((3S,3aS,6S,7aS) -perhydro-3,6-dimethyl-2-benzo[b]furanone), C[C@@H]1[C@@H]2[C@@H](OC1=O)C[C@H](CC2)C ((3R,3aR,6S,7aS)-perhydro-3,6-dimethyl-2-benzo[b]furanone), C[C@@H]1[C@H]2[C@H](OC1=O)C[C@H](CC2)C ((3R,3aS,6S,7aR)-perhydro-3,6-dimethyl-2-benzo[b]furanone). Yields the product C[C@@H]1[C@@H]2[C@H](OC1=O)C[C@H](CC2)C ((+)-(3R, 3aR, 6S, 7aR)-perhydro-3,6-dimethyl-2-benzo[b]furanone). RXN SMILES: [CH3:1][C@@H:2]1[C:6](=[O:7])[O:5][C@@H:4]2[CH2:8][C@@H:9]([CH3:12])[CH2:10][CH2:11][C@@H:3]12.C[C@@H]1C(=O)O[C@H]2C[C@@H](C)CC[C@@H]12.C[C@H]1C(=O)O[C@H]2C[C@@H](C)CC[C@H]12.C[C@H]1C(=O)O[C@@H]2C[C@@H](C)CC[C@@H]12>>[CH3:1][C@H:2]1[C:6](=[O:7])[O:5][C@@H:4]2[CH2:8][C@@H:9]([CH3:12])[CH2:10][CH2:11][C@H:3]12. Reported procedure: (3S,3aS,6S,7aR)-Perhydro-3,6-dimethyl-2-benzo[b]furanone, (3S,3aS,6S,7aS) -perhydro-3,6-dimethyl-2-benzo[b]furanone, (3R,3aR,6S,7aS)-perhydro-3,6-dimethyl-2-benzo[b]furanone and (3R,3aS,6S,7aR)-perhydro-3,6-dimethyl-2-benzo[b]furanone were also prepared. Reactants: NC1=NC(=NS1)C(C(=O)NC1[C@@H]2N(C(=C(CS2)C=CCI)C(=O)OC(C2=CC=CC=C2)C2=CC=CC=C2)C1=O)=NOC (diphenylmethyl 7-[2-(5-amino-1,2,4-thiadiazol-3-yl)-2-methoxyiminoacetamido]-3-(3-iodo-1-propen-1-yl)-3-cephem-4-carboxylate), CN(C)C (trimethylamine). Run in C(C)(=O)OCC (ethyl acetate), CCOCC (ether). Run at time 10 minute. Product: NC1=NC(=NS1)C(C(=O)NC1[C@@H]2N(C(=C(CS2)C=CC[N+](C)(C)C)C(=O)[O-])C1=O)=NOC (7-[2-(5-Amino-1,2,4-thiadiazol-3-yl)-2-methoxyiminoacetamido]-3-(3-trimethylammonio-1-propen-1-yl)-3-cephem-4-carboxylate). Yield: 9.2%. As a reaction SMILES: [NH2:1][C:2]1[S:6][N:5]=[C:4]([C:7](=[N:40][O:41][CH3:42])[C:8]([NH:10][CH:11]2[C:38](=[O:39])[N:13]3[C:14]([C:22]([O:24]C(C4C=CC=CC=4)C4C=CC=CC=4)=[O:23])=[C:15]([CH:18]=[CH:19][CH2:20]I)[CH2:16][S:17][C@H:12]23)=[O:9])[N:3]=1.[CH3:43][N:44]([CH3:46])[CH3:45]>C(OCC)(=O)C.CCOCC>[NH2:1][C:2]1[S:6][N:5]=[C:4]([C:7](=[N:40][O:41][CH3:42])[C:8]([NH:10][CH:11]2[C:38](=[O:39])[N:13]3[C:14]([C:22]([O-:24])=[O:23])=[C:15]([CH:18]=[CH:19][CH2:20][N+:44]([CH3:46])([CH3:45])[CH3:43])[CH2:16][S:17][C@H:12]23)=[O:9])[N:3]=1. Procedure details: To a solution of diphenylmethyl 7-[2-(5-amino-1,2,4-thiadiazol-3-yl)-2-methoxyiminoacetamido]-3-(3-iodo-1-propen-1-yl)-3-cephem-4-carboxylate (IX-1) (Z/E=2/1, 490 mg, 0.68 mmole) in ethyl acetate (14 ml) was added a 0.1M trimethylamine solution in ether (13.6 ml) in one portion. The mixture was stirred for 10 minutes and evaporated to dryness, and the residue was triturated with ether (20 ml). The resulting solid (490 mg) was added to trifluoroacetic acid (0.2 ml) containing one drop of anisole.... Starting materials: Cc1nccn1-c1ccc(COc2cccc(C3(C#N)CCC3)c2)cc1, O=C([O-])[O-], CS(C)=O, [K+], [K+], O, OO. Yields the product Cc1nccn1-c1ccc(COc2cccc(C3(C(N)=O)CCC3)c2)cc1. As a reaction SMILES: [C:1](#[N:2])[C:3]1([c:7]2[cH:8][c:9]([O:13][CH2:14][c:15]3[cH:16][cH:17][c:18](-[n:21]4[c:22]([CH3:26])[n:23][cH:24][cH:25]4)[cH:19][cH:20]3)[cH:10][cH:11][cH:12]2)[CH2:4][CH2:5][CH2:6]1.[C:29]([O-:30])(=[O:31])[O-:32].[CH3:36][S:37]([CH3:38])=[O:39].[K+:33].[K+:34].[OH2:35].[OH:27][OH:28]>>[C:1]([NH2:2])([C:3]1([c:7]2[cH:8][c:9]([O:13][CH2:14][c:15]3[cH:16][cH:17][c:18](-[n:21]4[c:22]([CH3:26])[n:23][cH:24][cH:25]4)[cH:19][cH:20]3)[cH:10][cH:11][cH:12]2)[CH2:4][CH2:5][CH2:6]1)=[O:30].